Dataset: the Open Reaction Database (ORD), a public repository of structured organic reaction records. Task: describe an organic reaction: reactants, conditions, products, and yield Reactants: OC1=NC(=CC=C1)NC=NC#N (N-(2-hydroxy-6-pyridyl)-N'-cyanoformamidine), C(CC)N (n-propylamine). Solvent: O (water). Run at time 2 hour. Yields the product N-(2-pyridon-6-yl)-N'-propylformamidine, OC1=NC(=CC=C1)NC=NCCC (N-(2-hydroxy-6-pyridyl)-N'-propylformamidine). RXN SMILES: [OH:1][C:2]1[CH:7]=[CH:6][CH:5]=[C:4]([NH:8][CH:9]=[N:10][C:11]#N)[N:3]=1.[CH2:13](N)[CH2:14]C>O>[OH:1][C:2]1[CH:7]=[CH:6][CH:5]=[C:4]([NH:8][CH:9]=[N:10][CH2:11][CH2:13][CH3:14])[N:3]=1. Procedure details: 2.3 g (14 mmol) of N-(2-hydroxy-6-pyridyl)-N'-cyanoformamidine are added in portions at room temperature over a period of 20 minutes to a stirred solution of 8.3 ml (99 mmol) of n-propylamine in 8 ml of water The reaction mixture is stirred for 2 hours at room temperature It is then extracted three times with chloroform The combined organic phases are dried over MgSO4 and concentrated by evaporation. The resulting crude product is chromatographed on silica gel with methylene chloride and then cr... Reactants: [K].C(#N)C(C(=O)OCC)C#N (Ethyl dicyanoacetate potassium salt), ClC1=C(C(=CC(=C1)C(F)(F)F)Cl)NN (2,6-dichloro-4-trifluoromethylphenylhydrazine). Solvent: Cl (hydrochloric acid). Yields the product C(=O)(OCC)C=1C(=NN(C1N)C1=C(C=C(C=C1Cl)C(F)(F)F)Cl)N (4-carboethoxy-3,5-diamino-1-(2,6-dichloro-4-trifluoromethylphenyl)-pyrazole). The yield is 38.4%. RXN SMILES: [K].[C:2]([CH:4]([C:10]#[N:11])[C:5]([O:7][CH2:8][CH3:9])=[O:6])#[N:3].[Cl:12][C:13]1[CH:18]=[C:17]([C:19]([F:22])([F:21])[F:20])[CH:16]=[C:15]([Cl:23])[C:14]=1[NH:24][NH2:25]>Cl>[C:5]([C:4]1[C:2]([NH2:3])=[N:25][N:24]([C:14]2[C:13]([Cl:12])=[CH:18][C:17]([C:19]([F:20])([F:22])[F:21])=[CH:16][C:15]=2[Cl:23])[C:10]=1[NH2:11])([O:7][CH2:8][CH3:9])=[O:6] |f:0.1,^1:0|. Procedure details: Ethyl dicyanoacetate potassium salt (35.2 g) was added to a stirred suspension of 2,6-dichloro-4-trifluoromethylphenylhydrazine (49 g) in hydrochloric acid (0.9M; 220 ml) and the mixture was stirred and boiled under reflux for 18 h, then cooled to precipitate a solid which was filtered off, triturated with diethyl ether (250 ml) and dried to give an off-white solid which was recrystallized from ethyl acetate-hexane to give 4-carboethoxy-3,5-diamino-1-(2,6-dichloro-4-trifluoromethylphenyl)-pyrazo... The reactants are [O-]CC.[Na+] (sodium ethoxide), S(=O)(=O)(O)O.CSC(N)=N.CSC(N)=N (S-methylthiopseudourea hemisulfate), C(C)OC(COC1=C(C=C(C=C1)F)F)=O (2-(2,4-difluorophenoxyl)acetic acid ethyl ester), C(=O)OCC (ethyl formate), [H-].[Na+] (NaH). Run in CCO (EtOH), C1CCOC1 (THF), C1CCOC1 (THF). Product: FC1=C(OC=2C(=NC(=NC2)SC)O)C=CC(=C1)F (5-(2,4-difluorophenoxy)-2-methylsulfanylpyrimidin-4-ol). Isolated yield 60.0%. Reaction SMILES: C([O:3][C:4](=O)[CH2:5][O:6][C:7]1[CH:12]=[CH:11][C:10]([F:13])=[CH:9][C:8]=1[F:14])C.C(OCC)=O.[H-].[Na+].[O-]CC.[Na+].S(O)(O)(=O)=O.[CH3:32][S:33][C:34](=[NH:36])[NH2:35].[CH3:37]SC(=N)N>C1COCC1.CCO>[F:14][C:8]1[CH:9]=[C:10]([F:13])[CH:11]=[CH:12][C:7]=1[O:6][C:5]1[C:4]([OH:3])=[N:36][C:34]([S:33][CH3:32])=[N:35][CH:37]=1 |f:2.3,4.5,6.7.8|. Procedure details: To a solution of 2-(2,4-difluorophenoxyl)acetic acid ethyl ester (8.0 g, 37.01 mmol) and ethyl formate (4.11 g, 55.51 mmol) in dry THF (200 mL) was added NaH (1.55 g, 38.75 mmol) slowly at 0° C. The mixture was then refluxed for 2 h. In a separate flask, sodium ethoxide (3.02 g, 44.41 mmol) and S-methylthiopseudourea hemisulfate (6.17 g, 44.41 mmol) in EtOH (100 mL) were stirred at 20° C. for 2 h and then the resulting mixture was added to the above THF solution. The combined mixture was refluxe... As a reaction SMILES: [H-].[Na+].[F:3][C:4]1[CH:27]=[C:26]([F:28])[CH:25]=[CH:24][C:5]=1[CH2:6][C@@H:7]([CH:22]=[CH2:23])[C@@H:8]([OH:21])[C@@H:9]([O:11][CH2:12][C:13]1[CH:18]=[CH:17][C:16]([O:19][CH3:20])=[CH:15][CH:14]=1)[CH3:10].[CH2:29](Br)[C:30]1[CH:35]=[CH:34][CH:33]=[CH:32][CH:31]=1>CN(C=O)C>[CH2:29]([O:21][C@@H:8]([C@@H:9]([O:11][CH2:12][C:13]1[CH:18]=[CH:17][C:16]([O:19][CH3:20])=[CH:15][CH:14]=1)[CH3:10])[C@H:7]([CH:22]=[CH2:23])[CH2:6][C:5]1[CH:24]=[CH:25][C:26]([F:28])=[CH:27][C:4]=1[F:3])[C:30]1[CH:35]=[CH:34][CH:33]=[CH:32][CH:31]=1 |f:0.1|. Reactants: [H-].[Na+] (NaH), FC1=C(C[C@H]([C@H]([C@H](C)OCC2=CC=C(C=C2)OC)O)C=C)C=CC(=C1)F ((2S,3R,4S)-4-(2,4-difluorobenzyl)-2-((4-methoxybenzyl)oxy)hex-5-en-3-ol), C(C1=CC=CC=C1)Br (Benzyl bromide). The product is C(C1=CC=CC=C1)O[C@H]([C@@H](CC1=C(C=C(C=C1)F)F)C=C)[C@H](C)OCC1=CC=C(C=C1)OC (1-((2S,3R,4S)-3-(benzyloxy)-4-((4-methoxy-benzyl)oxy)-2-vinylpentyl)-2,4-difluorobenzene). Run at time 90 minute. Solvent: CN(C)C=O (DMF), CN(C)C=O (DMF), CN(C)C=O (DMF). Reported procedure: An oven-dried 100 mL Schlenk flask was cooled under nitrogen and was then charged with NaH (60% dispersion in mineral oil, 1.24 g, 31.0 mmol) and anhydrous DMF (50 mL). A solution of (2S,3R,4S)-4-(2,4-difluorobenzyl)-2-((4-methoxybenzyl)oxy)hex-5-en-3-ol (8.06 g, 22.2 mmol) in anhydrous DMF (10 mL) was added via canula over a period of 6 min followed by an anhydrous DMF rinse (5 mL) of the source flask and needle. Gas evolution was observed, and the resulting white suspension was stirred at room... The yield is 84.3%. Starting materials: NS(=O)(=O)C=1C=C(C(=O)NN)C=CC1Cl (3-aminosulfonyl-4-chloro-benzhydrazide), C([O-])(O)=O.[Na+] (sodium bicarbonate), [I-].[K+] (potassium iodide), C(C=C)Br (allyl bromide). Run in C(C)(C)O (isopropanol). Product: C(C=C)N(NC(C1=CC(=C(C=C1)Cl)S(N)(=O)=O)=O)C1=CC=CC=C1 (1-Allyl-1-phenyl-2(3-sulfamoyl-4-chlorobenzoyl)-hydrazine). Isolated yield 80.0%. RXN SMILES: [NH2:1][S:2]([C:5]1[CH:6]=[C:7]([CH:12]=[CH:13][C:14]=1[Cl:15])[C:8]([NH:10][NH2:11])=[O:9])(=[O:4])=[O:3].C(=O)(O)[O-].[Na+].[I-].[K+].[CH2:23](Br)[CH:24]=[CH2:25]>C(O)(C)C>[CH2:23]([N:11]([C:5]1[CH:6]=[CH:7][CH:12]=[CH:13][CH:14]=1)[NH:10][C:8](=[O:9])[C:7]1[CH:12]=[CH:13][C:14]([Cl:15])=[C:5]([S:2](=[O:4])(=[O:3])[NH2:1])[CH:6]=1)[CH:24]=[CH2:25] |f:1.2,3.4|. Procedure details: A mixture of 3-aminosulfonyl-4-chloro-benzhydrazide (326.6g, 1.0 mole) sodium bicarbonate (420.0g, 2.0 mole), potassium iodide (16.6g, 0.1 mole) and allyl bromide (242.0g, 2.0 mole) in isopropanol (1,500 ml) was stirred at gentle reflux for 20 hours, then cooled to 50° and filtered by suction. The cake was washed twice with 100 ml portions of isopropanol. The washes and filtrate were combined and diluted with sufficient water to make a 70% isopropanol solution, then allowed to stir overnight to ... Starting materials: [N+](=O)([O-])C=1C=C(C=CC1)O (3-nitrophenol), [OH-].[Na+] (sodium hydroxide), ClC1=NC=CN=C1Cl (2,3-dichloropyrazine). Run in C(C)O (ethanol). Yields the product ClC1=NC=CN=C1OC1=CC(=CC=C1)[N+](=O)[O-] (2-chloro-3-(3-nitrophenoxy)pyrazine). Isolated yield 46.0%. RXN SMILES: [OH-].[Na+].[N+:3]([C:6]1[CH:7]=[C:8]([OH:12])[CH:9]=[CH:10][CH:11]=1)([O-:5])=[O:4].[Cl:13][C:14]1[C:19](Cl)=[N:18][CH:17]=[CH:16][N:15]=1>C(O)C>[Cl:13][C:14]1[C:19]([O:12][C:8]2[CH:9]=[CH:10][CH:11]=[C:6]([N+:3]([O-:5])=[O:4])[CH:7]=2)=[N:18][CH:17]=[CH:16][N:15]=1 |f:0.1|. Reported procedure: In a 250-ml single-necked, round-bottomed flask containing a solution of 3.0 g (75 mmol) of sodium hydroxide in 100 ml of absolute ethanol was added 9.28 g (67 mmol) of 3-nitrophenol at which point the solution turned dark red. To the dark red solution, 10.0 g (66 mmol) of 2,3-dichloropyrazine was added and the resulting solution refluxed for 162 hours. The reaction mixture was cooled and concentrated. Upon pouring the concentrate into approximately 300 ml of water, an off-white solid precipitat... Reactants: FC(C=1C=C(C=CC1)N1C(NCC2=C1N=CC=C2)=O)(F)F (1-(m-trifluoromethylphenyl)-2-oxo-1,2,3,4-tetrahydropyrido[2,3-d]pyrimidine), [H-].[Na+] (sodium hydride), CI (methyl iodide). Solvent: CN(C=O)C (dimethylformamide), CN(C=O)C (dimethylformamide). Conditions: temperature 100 celsius. Yields the product FC(C=1C=C(C=CC1)N1C(N(CC2=C1N=CC=C2)C)=O)(F)F (1-(m-trifluoromethylphenyl)-3-methyl-2-oxo-1,2,3,4-tetrahydropyrido[2,3-d]pyrimidine). Isolated yield 81.8%. RXN SMILES: [F:1][C:2]([F:21])([F:20])[C:3]1[CH:4]=[C:5]([N:9]2[C:14]3[N:15]=[CH:16][CH:17]=[CH:18][C:13]=3[CH2:12][NH:11][C:10]2=[O:19])[CH:6]=[CH:7][CH:8]=1.[H-].[Na+].[CH3:24]I>CN(C)C=O>[F:21][C:2]([F:20])([F:1])[C:3]1[CH:4]=[C:5]([N:9]2[C:14]3[N:15]=[CH:16][CH:17]=[CH:18][C:13]=3[CH2:12][N:11]([CH3:24])[C:10]2=[O:19])[CH:6]=[CH:7][CH:8]=1 |f:1.2|. Procedure details: To a solution of 0.7 g of 1-(m-trifluoromethylphenyl)-2-oxo-1,2,3,4-tetrahydropyrido[2,3-d]pyrimidine and 10 ml of dimethylformamide was added 0.13 g of sodium hydride. To this was added a mixture of 5.1 g of methyl iodide and 5 ml of dimethylformamide, dropwise under cooling, and immediately the resulting mixture was heated for 1.5 hour in an oil bath maintained at 100° C. After the reaction was complete, the solvent was distilled off under reduced pressure to leave a residue, to which was adde... Starting materials: ( b ), C(C)(C)(C)OC(=O)N[C@H]1CC2=CC(=CC=C2CC1)OCC(=O)OCC ((R)-2-tert-butoxycarbonylamino-7-carbethoxymethoxytetraline), solution, Cl (hydrogen chloride), CO (methanol). Solvent: C(C)O (ethanol), C(C)O (ethanol). Run at time 150 minute. The product is Cl.N[C@H]1CC2=CC(=CC=C2CC1)OCC(=O)OCC ((R)-2-amino-7-carbethoxymethoxytetraline hydrochloride). RXN SMILES: CO.C(OC([NH:10][C@@H:11]1[CH2:20][CH2:19][C:18]2[C:13](=[CH:14][C:15]([O:21][CH2:22][C:23]([O:25][CH2:26][CH3:27])=[O:24])=[CH:16][CH:17]=2)[CH2:12]1)=O)(C)(C)C.[ClH:28]>C(O)C>[ClH:28].[NH2:10][C@@H:11]1[CH2:20][CH2:19][C:18]2[C:13](=[CH:14][C:15]([O:21][CH2:22][C:23]([O:25][CH2:26][CH3:27])=[O:24])=[CH:16][CH:17]=2)[CH2:12]1 |f:4.5|. Procedure details: A solution of 3.5 g of (R)-2-tert-butoxycarbonylamino-7-carbethoxymethoxytetraline, EXAMPLE 3, in 35 ml of methylene chloride is cooled to 0° C. Then, there is added a solution of 7.7 ml of trifluoroacetic acid in 40 ml of methylene chloride and the mixture is left to stand under stirring at first 30 minutes at a temperature of 0°-5° C., then 4 hours at room temperature. After neutralization with a solution of sodium bicarbonate, the organic phase is separated, washed with water, dried and evapo... Reactants: CCCCO, CNC, Cl, c1cnc2[nH]ccc2c1. The product is CN(C)c1c[nH]c2ncccc12. Reaction SMILES: [CH2:14]([OH:15])[CH2:16][CH2:17][CH3:18].[CH3:11][NH:12][CH3:13].[ClH:10].[nH:1]1[cH:2][cH:3][c:4]2[cH:5][cH:6][cH:7][n:8][c:9]12>>[nH:1]1[cH:2][c:3]([N:12]([CH3:11])[CH3:13])[c:4]2[cH:5][cH:6][cH:7][n:8][c:9]12.